Dataset: the Open Reaction Database (ORD), a public repository of structured organic reaction records. Task: describe an organic reaction: reactants, conditions, products, and yield Reactants: NCC1C(C(C(O1)OC(C(NCCCNC(C(NC(C(NC(NC(C(=O)O)C(C)C)=O)C1NC(NCC1)=N)=O)C(C(C)C)O)=O)C(=O)O)C1OC(C(C1O)O)N1C(NC(C=C1)=O)=O)OC)O (16-({[5-(aminomethyl)-4-hydroxy-3-methoxytetrahydro-2-furanyl]oxy}{5-[2,4-dioxo-3,4-dihydro-1 (2H)-pyrimidinyl]-3,4-dihydroxytetrahydro-2-furanyl}methyl)-9-(1-hydroxy-2-methylpropyl)-6-(2-iminohexahydro-4-pyrimidinyl)-2-isopropyl-4,7,10-trioxo-3,5,8,11,15-pentaazaheptadecane-1,17-dioic acid), C(CCCC)=O (valeraldehyde), C(#N)[BH3-].[Na+] (sodium cyanoborohydride), Cl (hydrochloric acid). Run in CO (methanol). Reaction conditions: time 5 minute. Product: O=C1N(C=CC(N1)=O)[C@H]1[C@@H]([C@@H]([C@H](O1)[C@@H](C(N(CCCNC(C(NC(C(NC(NC(C(=O)O)C(C)C)=O)C1NC(NCC1)=N)=O)C(C(C)C)O)=O)CCCCC)C(=O)O)OC1O[C@@H]([C@@H]([C@H]1OC)O)CNCCCCC)O)O (16-[(R)-{(2S,3S,4R,5R)-5-[2,4-Dioxo-3,4-dihydro-1 (2H)-pyrimidinyl]-3,4-dihydroxytetrahydro-2-furanyl}({(3R,4S,5R)-4-hydroxy-3-methoxy-5-[(pentylamino)methyl]tetrahydro-2-furanyl}oxy)methyl]-9-(1-hydroxy-2-methylpropyl)-6-(2-iminohexahydro-4-pyrimidinyl)-2-isopropyl-4,7,10-trioxo-15-pentyl-3,5,8,11,15-pentaazaheptadecane-1,17-dioic Acid). RXN SMILES: [NH2:1][CH2:2][CH:3]1[O:7][CH:6]([O:8][CH:9]([CH:49]2[CH:53]([OH:54])[CH:52]([OH:55])[CH:51]([N:56]3[CH:61]=[CH:60][C:59](=[O:62])[NH:58][C:57]3=[O:63])[O:50]2)[CH:10]([C:46]([OH:48])=[O:47])[NH:11][CH2:12][CH2:13][CH2:14][NH:15][C:16](=[O:45])[CH:17]([CH:40]([OH:44])[CH:41]([CH3:43])[CH3:42])[NH:18][C:19](=[O:39])[CH:20]([CH:32]2[CH2:37][CH2:36][NH:35][C:34](=[NH:38])[NH:33]2)[NH:21][C:22](=[O:31])[NH:23][CH:24]([CH:28]([CH3:30])[CH3:29])[C:25]([OH:27])=[O:26])[CH:5]([O:64][CH3:65])[CH:4]1[OH:66].[CH:67](=O)[CH2:68][CH2:69][CH2:70][CH3:71].C([BH3-])#N.[Na+].Cl>CO>[O:63]=[C:57]1[NH:58][C:59](=[O:62])[CH:60]=[CH:61][N:56]1[C@@H:51]1[O:50][C@H:49]([C@H:9]([O:8][CH:6]2[C@H:5]([O:64][CH3:65])[C@@H:4]([OH:66])[C@@H:3]([CH2:2][NH:1][CH2:2][CH2:3][CH2:4][CH2:5][CH3:6])[O:7]2)[CH:10]([C:46]([OH:48])=[O:47])[N:11]([CH2:67][CH2:68][CH2:69][CH2:70][CH3:71])[CH2:12][CH2:13][CH2:14][NH:15][C:16](=[O:45])[CH:17]([CH:40]([OH:44])[CH:41]([CH3:42])[CH3:43])[NH:18][C:19](=[O:39])[CH:20]([CH:32]2[CH2:37][CH2:36][NH:35][C:34](=[NH:38])[NH:33]2)[NH:21][C:22](=[O:31])[NH:23][CH:24]([CH:28]([CH3:29])[CH3:30])[C:25]([OH:27])=[O:26])[C@@H:53]([OH:54])[C@H:52]1[OH:55] |f:2.3|. Reported procedure: To a solution of 50 mg (53 μmol) 16-({[5-(aminomethyl)-4-hydroxy-3-methoxytetrahydro-2-furanyl]oxy}{5-[2,4-dioxo-3,4-dihydro-1 (2H)-pyrimidinyl]-3,4-dihydroxytetrahydro-2-furanyl}methyl)-9-(1-hydroxy-2-methylpropyl)-6-(2-iminohexahydro-4-pyrimidinyl)-2-isopropyl-4,7,10-trioxo-3,5,8,11,15-pentaazaheptadecane-1,17-dioic acid (λmax nm in water=259) in 0.4 ml of methanol is added 9.5 mg (2.0 eq., 110 μmol) of valeraldehyde and 3.3 mg (1.0 eq., 53 μmol) of sodium cyanoborohydride. After stirring for ... Reactants: C(C1=CC=CC=C1)OC=1C=CC(=C2C=CC(NC12)=O)C(CNC1(CC1)CC1=CC=C(C=C1)OC)O (8-benzyloxy-5-{1-hydroxy-2-[1-(4-methoxy-benzyl)-cyclopropylamino]-ethyl}-1H-quinolin-2-one). Reagents/catalysts: [Pd] (palladium on charcoal). Run in CO (methanol). Yields the product OC=1C=CC(=C2C=CC(NC12)=O)C(CNC1(CC1)CC1=CC=C(C=C1)OC)O (8-hydroxy-5-{1-hydroxy-2-[1-(4-methoxy-benzyl)-cyclopropylamino]-ethyl}-1H-quinolin-2-one). Reaction SMILES: C([O:8][C:9]1[CH:10]=[CH:11][C:12]([CH:20]([OH:35])[CH2:21][NH:22][C:23]2([CH2:26][C:27]3[CH:32]=[CH:31][C:30]([O:33][CH3:34])=[CH:29][CH:28]=3)[CH2:25][CH2:24]2)=[C:13]2[C:18]=1[NH:17][C:16](=[O:19])[CH:15]=[CH:14]2)C1C=CC=CC=1>CO.[Pd]>[OH:8][C:9]1[CH:10]=[CH:11][C:12]([CH:20]([OH:35])[CH2:21][NH:22][C:23]2([CH2:26][C:27]3[CH:28]=[CH:29][C:30]([O:33][CH3:34])=[CH:31][CH:32]=3)[CH2:24][CH2:25]2)=[C:13]2[C:18]=1[NH:17][C:16](=[O:19])[CH:15]=[CH:14]2. Procedure: 258 mg (0.51 mmol) 8-benzyloxy-5-{1-hydroxy-2-[1-(4-methoxy-benzyl)-cyclopropylamino]-ethyl}-1H-quinolin-2-one in 10 mL methanol are hydrogenated with palladium on charcoal as catalyst at 3 bar. Then the catalyst is separated off, the solvent is distilled off and the residue is purified by chromatography (reverse phase, water/acetonitrile gradient). Yield: 12 mg (6%); mass spectroscopy: [M+H]+=381.